describe an organic reaction: reactants, conditions, products, and yield From a dataset of the Open Reaction Database (ORD), a public repository of structured organic reaction records. Starting materials: CCO, CC(=O)[O-], COC(=O)c1cc(C=O)ccc1OC, Cl, NO, [Na+], O, O. The product is COC(=O)c1cc(C=NO)ccc1OC. As a reaction SMILES: [CH2:24]([OH:25])[CH3:26].[CH3:19][C:20](=[O:21])[O-:22].[CH:1](=[O:2])[c:3]1[cH:4][cH:5][c:6]([O:13][CH3:14])[c:7]([C:8](=[O:9])[O:10][CH3:11])[cH:12]1.[ClH:15].[NH2:16][OH:17].[Na+:18].[OH2:23].[OH2:27]>>[CH:1]([c:3]1[cH:4][cH:5][c:6]([O:13][CH3:14])[c:7]([C:8](=[O:9])[O:10][CH3:11])[cH:12]1)=[N:16][OH:17].